This data is from the Open Reaction Database (ORD), a public repository of structured organic reaction records. The task is: describe an organic reaction: reactants, conditions, products, and yield The reactants are CC(=O)C1=CC(=C(C(=C1)OC)OC)OC (3,4,5-trimethoxyacetophenone), C(C)(=O)O (acetic acid), N1=C(C=CC=C1)C=O (2-pyridinecarboxaldehyde), N1CCCCC1 (piperidine). The solvent is C(C)(=O)OCC (ethyl acetate), C(C)O (ethanol). Product: COC=1C=C(C=C(C1OC)OC)C(C=CC1=NC=CC=C1)=O (1-(3,4,5-Trimethoxyphenyl)-3-(2-pyridinyl)-2-propene-1-one). Reaction SMILES: [CH3:1][C:2]([C:4]1[CH:9]=[C:8]([O:10][CH3:11])[C:7]([O:12][CH3:13])=[C:6]([O:14][CH3:15])[CH:5]=1)=[O:3].[N:16]1[CH:21]=[CH:20][CH:19]=[CH:18][C:17]=1[CH:22]=O.N1CCCCC1.C(O)(=O)C>C(OCC)(=O)C.C(O)C>[CH3:15][O:14][C:6]1[CH:5]=[C:4]([C:2](=[O:3])[CH:1]=[CH:22][C:17]2[CH:18]=[CH:19][CH:20]=[CH:21][N:16]=2)[CH:9]=[C:8]([O:10][CH3:11])[C:7]=1[O:12][CH3:13]. Procedure: Combine 3,4,5-trimethoxyacetophenone (5.25 g, 25 mmol), 2-pyridinecarboxaldehyde (2 .35 mL, 25 mmol), piperidine (4.93 mL, 50 mmol), acetic acid (2.8 6 mL, 50 mmol) and ethanol (25 mL). Heat at reflux for 6 hour s, passing the distillate through a column of 3 Å molecular sieves (25 g). Dilute with ethyl acetate (600 mL), wash wit h saturated sodium hydrogen carbonate, then water, then saturated sodium chloride. Dry (MgSO4) and evaporate the solvent in vacuo. Purify by silica gel chromatography (... Starting materials: NC1=C(C=CC=C1)NC(C1=CC=C(C=C1)CNC1=NC=CC(=N1)NCCC1=CC(=C(C=C1)OC)OC)=O (N-(2-Amino-phenyl)-4-({4-[2-(3,4-dimethoxy-phenyl)-ethylamino]-pyrimidin-2-ylamino}-methyl)-benzamide), COC=1C=C(C=CC1OC)CCNC1=NC(=NC=C1)NCC1=CC=C(C(=O)O)C=C1 (4-({4-[2-(3,4-Dimethoxy-phenyl)-ethylamino]-pyrimidin-2-ylamino}-methyl)-benzoic acid), O=C1SC(C(N1)=O)CC1=CC=C(C(=O)O)C=C1 (4-(2,4-Dioxo-thiazolidin-5-ylmethyl)-benzoic acid). Product: NC1=C(C=CC=C1)NC(C1=CC=C(C=C1)CC1C(NC(S1)=O)=O)=O (N-(2-Amino-phenyl)-4-(2,4-dioxo-thiazolidin-5-ylmethyl)-benzamide). Isolated yield 51.0%. RXN SMILES: [NH2:1][C:2]1[CH:7]=[CH:6][CH:5]=[CH:4][C:3]=1[NH:8][C:9](=[O:37])[C:10]1[CH:15]=[CH:14][C:13]([CH2:16]NC2N=C(NCCC3C=CC(OC)=C(OC)C=3)C=CN=2)=[CH:12][CH:11]=1.COC1C=C(CCNC2C=CN=C(NCC3C=CC(C(O)=O)=CC=3)N=2)C=CC=1OC.[O:68]=[C:69]1[NH:73][C:72](=[O:74])[CH:71](CC2C=CC(C(O)=O)=CC=2)[S:70]1>>[NH2:1][C:2]1[CH:7]=[CH:6][CH:5]=[CH:4][C:3]=1[NH:8][C:9](=[O:37])[C:10]1[CH:11]=[CH:12][C:13]([CH2:16][CH:71]2[S:70][C:69](=[O:68])[NH:73][C:72]2=[O:74])=[CH:14][CH:15]=1. Procedure: Following the procedure described for the synthesis of compound 10a (scheme 2, Example 2) but replacing acid 9 by the acid 352, title compound was obtained in 51% yield. 1H NMR: (400 MHz, DMSO-d6, δ (ppm): 12.04 (br s, 1H), 9.62 (s, 1H), 7.90 (d, j=8.2 Hz, 2H), 7.36 (d, J=8.2, 2H), 7.16 (d (dd) J=8.4, 1H), 7.13 (d (dd), J=6.7, 1H), 6.95 (dd, J=1.6 Hz, J=7.8 Hz, 1H), 6.75 (dd, j=1.4 Hz, j=8.0 Hz, 1H), 6.57 (dd, j=1.4 Hz, 7.6 Hz, 1H), 4.99 (dd, J=4.7 Hz, J=9.0 Hz, 1H), 4.96 (br s, 2H), 3.45 (dd, J... The yield is 98.0%. RXN SMILES: C[O:2][C:3]([C:5]1[CH:14]=[C:13]2[C:8]([C@@H:9]([NH:15][C:16]([O:18][CH2:19][C:20]3[CH:25]=[CH:24][CH:23]=[CH:22][CH:21]=3)=[O:17])[CH2:10][CH2:11][S:12]2)=[CH:7][CH:6]=1)=[O:4].C(=O)([O-])[O-].[K+].[K+]>>[CH2:19]([O:18][C:16]([NH:15][C@@H:9]1[C:8]2[C:13](=[CH:14][C:5]([C:3]([OH:4])=[O:2])=[CH:6][CH:7]=2)[S:12][CH2:11][CH2:10]1)=[O:17])[C:20]1[CH:25]=[CH:24][CH:23]=[CH:22][CH:21]=1 |f:1.2.3|. Starting materials: COC(=O)C1=CC=C2[C@H](CCSC2=C1)NC(=O)OCC1=CC=CC=C1 ((S)-4-(benzyloxycarbonylamino)thiochromane-7-carboxylic acid methyl ester), C([O-])([O-])=O.[K+].[K+] (potassium carbonate). Yields the product C(C1=CC=CC=C1)OC(=O)N[C@H]1CCSC2=CC(=CC=C12)C(=O)O ((S)-4-(benzyloxycarbonylamino)thiochromane-7-carboxylic acid). Procedure details: By a similar reaction operation as in Starting Material Synthetic Example 6 using (S)-4-(benzyloxycarbonylamino)thiochromane-7-carboxylic acid methyl ester (3.40 g) and potassium carbonate (2.63 g), the objective (S)-4-(benzyloxycarbonylamino)thiochromane-7-carboxylic acid (3.20 g) was obtained as colorless crystals. Starting materials: OC=1C=CC=C2C=CN=CC12 (8-hydroxyisoquinoline), N(=O)O (nitrous acid). As a reaction SMILES: [OH:1][C:2]1[CH:3]=[CH:4][CH:5]=[C:6]2[C:11]=1[CH:10]=[N:9][CH:8]=[CH:7]2.[N:12](O)=[O:13]>>[N:12]([C:5]1[CH:4]=[CH:3][C:2]([OH:1])=[C:11]2[C:6]=1[CH:7]=[CH:8][N:9]=[CH:10]2)=[O:13]. Yields the product N(=O)C1=C2C=CN=CC2=C(C=C1)O (5-nitroso-8-hydroxyisoquinoline). Reported procedure: The 8-hydroxyisoquinoline is reacted with nitrous acid to form 5-nitroso-8-hydroxyisoquinoline. The nitrous acid is generated in situ by the action of mineral acid, such as hydrochloric, sulfuric, and the like, on sodium nitrite usually under cold temperature conditions. The reactants are CC(C)(C)[Si](C)(C)Cl, O=C(NCCCN1CCC2(CC2)C(O)C1)OCc1ccccc1, CN(C)C=O, CN(C)c1ccncc1, c1c[nH]cn1. The product is CC(C)(C)[Si](C)(C)OC1CN(CCCNC(=O)OCc2ccccc2)CCC12CC2. As a reaction SMILES: [C:24]([CH3:25])([CH3:26])([CH3:27])[Si:28]([Cl:29])([CH3:30])[CH3:31].[CH2:1]([c:2]1[cH:3][cH:4][cH:5][cH:6][cH:7]1)[O:8][C:9]([NH:10][CH2:11][CH2:12][CH2:13][N:14]1[CH2:15][CH:16]([OH:22])[C:17]2([CH2:18][CH2:19]2)[CH2:20][CH2:21]1)=[O:23].[CH3:37][N:38]([CH3:39])[CH:40]=[O:41].[CH3:42][N:43]([CH3:44])[c:45]1[cH:46][cH:47][n:48][cH:49][cH:50]1.[nH:32]1[cH:33][cH:34][n:35][cH:36]1>>[CH2:1]([c:2]1[cH:3][cH:4][cH:5][cH:6][cH:7]1)[O:8][C:9]([NH:10][CH2:11][CH2:12][CH2:13][N:14]1[CH2:15][CH:16]([O:22][Si:28]([C:24]([CH3:25])([CH3:26])[CH3:27])([CH3:30])[CH3:31])[C:17]2([CH2:18][CH2:19]2)[CH2:20][CH2:21]1)=[O:23]. Starting materials: Cl (HCl), OC1(C=2C=CC(=CC2CCC1)C#N)C=1N=CN(C1)C(C1=CC=CC=C1)(C1=CC=CC=C1)C1=CC=CC=C1 (5-hydroxy-5-(1-trityl-1H-imidazol-4-yl)-5,6,7,8-tetrahydronaphthalene-2-carbonitrile). Solvent: O1CCCC1 (tetrahydrofuran). Product: OC1(C=2C=CC(=CC2CCC1)C#N)C=1NC=NC1 (5-Hydroxy-5-(3H-imidazol-4-yl)-5,6,7,8-tetrahydronaphthalene-2-carbonitrile). As a reaction SMILES: Cl.[OH:2][C:3]1([C:15]2[N:16]=[CH:17][N:18](C(C3C=CC=CC=3)(C3C=CC=CC=3)C3C=CC=CC=3)[CH:19]=2)[CH2:12][CH2:11][CH2:10][C:9]2[CH:8]=[C:7]([C:13]#[N:14])[CH:6]=[CH:5][C:4]1=2>O1CCCC1>[OH:2][C:3]1([C:15]2[NH:16][CH:17]=[N:18][CH:19]=2)[CH2:12][CH2:11][CH2:10][C:9]2[CH:8]=[C:7]([C:13]#[N:14])[CH:6]=[CH:5][C:4]1=2. Procedure details: 3 ml of 2M HCl are added to a solution of 1 mmol of 5-hydroxy-5-(1-trityl-1H-imidazol-4-yl)-5,6,7,8-tetrahydronaphthalene-2-carbonitrile (Example 1d1) in 15 ml of tetrahydrofuran, and the mixture is heated to reflux for 2 hours. The reaction mixture is cooled to room temperature and evaporated. The residue is mixed with 1M sodium bicarbonate solution and extracted with dichloromethane. The combined organic phases are dried with sodium sulphate and evaporated. The title compound is identified fro... Starting materials: CC(C)(C)N1C(=O)C(Cl)=C(c2ccccc2)S1(=O)=O, CCN, Cl, CN(C)C=O. The product is CCNC1=C(c2ccccc2)S(=O)(=O)N(C(C)(C)C)C1=O. Reaction SMILES: [C:1]([CH3:2])([CH3:3])([CH3:4])[N:5]1[S:6](=[O:18])(=[O:19])[C:7]([c:12]2[cH:13][cH:14][cH:15][cH:16][cH:17]2)=[C:8]([Cl:11])[C:9]1=[O:10].[CH2:21]([CH3:22])[NH2:23].[ClH:20].[O:24]=[CH:25][N:26]([CH3:27])[CH3:28]>>[C:1]([CH3:2])([CH3:3])([CH3:4])[N:5]1[S:6](=[O:18])(=[O:19])[C:7]([c:12]2[cH:13][cH:14][cH:15][cH:16][cH:17]2)=[C:8]([NH:23][CH2:21][CH3:22])[C:9]1=[O:10]. Starting materials: Cl.ClC=1C=C2C=C(NC2=CC1)C(=O)N[C@@H]1[C@@H](CCCC1)NC(=O)C1=CC=2CNCCC2S1 (N-((1R*,2S*)-2-{[(5-Chloroindol-2-yl)carbonyl]amino}-cyclohexyl)-4,5,6,7-tetrahydrothieno[3,2-c]pyridine-2-carboxamide hydrochloride), [OH-].[Na+] (sodium hydroxide), C=O (formalin), C(C)(=O)O[BH-](OC(C)=O)OC(C)=O.[Na+] (sodium triacetoxyborohydride). The solvent is C(C)(=O)O (acetic acid), O (water), C(Cl)Cl (methylene chloride), C(C)N(CC)CC (triethylamine), Cl (hydrochloric acid). Run at time 10 minute. Product: Cl.ClC=1C=C2C=C(NC2=CC1)C(=O)N[C@@H]1[C@@H](CCCC1)NC(=O)C1=CC=2CN(CCC2S1)C (N-((1R*,2S*)-2-{[(5-Chloroindol-2-yl)carbonyl]amino}-cyclohexyl)-5-methyl-4,5,6,7-tetrahydrothieno[3,2-c]-pyridine-2-carboxamide hydrochloride). Isolated yield 96.7%. Reaction SMILES: Cl.[Cl:2][C:3]1[CH:4]=[C:5]2[C:9](=[CH:10][CH:11]=1)[NH:8][C:7]([C:12]([NH:14][C@H:15]1[CH2:20][CH2:19][CH2:18][CH2:17][C@H:16]1[NH:21][C:22]([C:24]1[S:32][C:31]3[CH2:30][CH2:29][NH:28][CH2:27][C:26]=3[CH:25]=1)=[O:23])=[O:13])=[CH:6]2.C=O.[C:35](O[BH-](OC(=O)C)OC(=O)C)(=O)C.[Na+].[OH-].[Na+]>C(Cl)Cl.Cl.O.C(O)(=O)C.C(N(CC)CC)C>[ClH:2].[Cl:2][C:3]1[CH:4]=[C:5]2[C:9](=[CH:10][CH:11]=1)[NH:8][C:7]([C:12]([NH:14][C@H:15]1[CH2:20][CH2:19][CH2:18][CH2:17][C@H:16]1[NH:21][C:22]([C:24]1[S:32][C:31]3[CH2:30][CH2:29][N:28]([CH3:35])[CH2:27][C:26]=3[CH:25]=1)=[O:23])=[O:13])=[CH:6]2 |f:0.1,3.4,5.6,12.13|. Procedure details: The compound (171 mg) obtained in Example 17 was suspended in methylene chloride (10 mL), and triethylamine (0.104 mL) was added, followed by stirring at room temperature for 10 minutes. After acetic acid (0.059 mL) was added to the reaction mixture, a 35% formalin (0.070 mL) and sodium triacetoxyborohydride (118 mg) were added, and the mixture was stirred at room temperature for 30 minutes. After 1N aqueous sodium hydroxide (3 mL) was added to the reaction mixture, water was added for partition...